This data is from the Open Reaction Database (ORD), a public repository of structured organic reaction records. The task is: describe an organic reaction: reactants, conditions, products, and yield Starting materials: CN1CCN(CC1)C1CCNCC1 (1-methyl-4-piperidin-4-yl-piperazine), BrC1=CC=C(C=C1)B(O)O (4-bromobenzeneboronic acid). Product: BrC1=CC=C(C=C1)N1CCC(CC1)N1CCN(CC1)C (1-[1-(4-Bromo-phenyl)-piperidin-4-yl]-4-methyl-piperazine), solid. Isolated yield 9.0%. Reaction SMILES: [CH3:1][N:2]1[CH2:7][CH2:6][N:5]([CH:8]2[CH2:13][CH2:12][NH:11][CH2:10][CH2:9]2)[CH2:4][CH2:3]1.[Br:14][C:15]1[CH:20]=[CH:19][C:18](B(O)O)=[CH:17][CH:16]=1>>[Br:14][C:15]1[CH:20]=[CH:19][C:18]([N:11]2[CH2:12][CH2:13][CH:8]([N:5]3[CH2:6][CH2:7][N:2]([CH3:1])[CH2:3][CH2:4]3)[CH2:9][CH2:10]2)=[CH:17][CH:16]=1. Procedure: 1-[1-(4-Bromo-phenyl)-piperidin-4-yl]-4-methyl-piperazine was prepared from 1-methyl-4-piperidin-4-yl-piperazine (0.50 g, 2.7 mmol) and 4-bromobenzeneboronic acid (0.50 g, 2.5 mmol) in a manner analogous to Step 49a. The reaction product isolated as a tan solid (0.077 g, 9%). 1H NMR (400 MHz, CDCl3, δ, ppm): 7.32 (d, J=7.9 Hz, 2H), 6.79 (d, J=7.7 Hz, 2H), 3.72-3.65 (m, 2H), 2.85-2.35 (m, 14H), 2.00-1.90 (m, 2H), 1.73-1.60 (m, 2H). MS=338, 340 (MH)+. The reactants are NC(CC)C=1C(NC(=NN1)C1=CC=C(C=C1)Br)=O (6-(1-aminopropyl)-3-(4-bromophenyl)-1,2,4-triazin-5(4H)-one), C1(CCCC1)C(=O)Cl (cyclopentanecarbonyl chloride). Product: BrC1=CC=C(C=C1)C1=NN=C(C(N1)=O)C(CC)NC(=O)C1CCCC1 (N-{1-[3-(4-Bromophenyl)-5-oxo-4,5-dihydro-1,2,4-triazin-6-yl]propyl}cyclopentanecarboxamide). RXN SMILES: [NH2:1][CH:2]([C:5]1[C:6](=[O:18])[NH:7][C:8]([C:11]2[CH:16]=[CH:15][C:14]([Br:17])=[CH:13][CH:12]=2)=[N:9][N:10]=1)[CH2:3][CH3:4].[CH:19]1([C:24](Cl)=[O:25])[CH2:23][CH2:22][CH2:21][CH2:20]1>>[Br:17][C:14]1[CH:15]=[CH:16][C:11]([C:8]2[NH:7][C:6](=[O:18])[C:5]([CH:2]([NH:1][C:24]([CH:19]3[CH2:23][CH2:22][CH2:21][CH2:20]3)=[O:25])[CH2:3][CH3:4])=[N:10][N:9]=2)=[CH:12][CH:13]=1. Procedure details: In analogy to the procedure for Example 36A, 3.35 g (10.8 mmol) 6-(1-aminopropyl)-3-(4-bromophenyl)-1,2,4-triazin-5(4H)-one, 2.16 g (16.3 mmol) cyclopentanecarbonyl chloride and proportionate amounts of the other reagents are used. Reactants: C([O-])([O-])=O.[Na+].[Na+] (sodium carbonate), [I-].COC1C(CC(O1)=O)C(C)(C)[P+](C1=CC=CC=C1)(C1=CC=CC=C1)C1=CC=CC=C1 ([1-(5-methoxy-2-oxo-4,5-dihydro-3H-furan-4-yl)-1-methyl-1-ethyl]-triphenylphosphonium iodide). The solvent is O (water), CO (methanol). Run at temperature 20 celsius, time 2 hour. Yields the product C(=O)C(CC(=O)O)=C(C)C (3-formyl-4-methyl-pent-3-ene-1-oic acid). The yield is 52.2%. RXN SMILES: C(=O)([O-])[O-].[Na+].[Na+].[I-].C[O:9][CH:10]1[O:14][C:13](=[O:15])[CH2:12][CH:11]1[C:16]([P+](C1C=CC=CC=1)(C1C=CC=CC=1)C1C=CC=CC=1)([CH3:18])[CH3:17]>O.CO>[CH:10]([C:11](=[C:16]([CH3:18])[CH3:17])[CH2:12][C:13]([OH:15])=[O:14])=[O:9] |f:0.1.2,3.4|. Reported procedure: A solution of 0.700 g of sodium carbonate in 8 ml of water was added to a solution of 0.700 g of the product of Step A in 1 ml of methanol and the mixture was stirred for 2 hours at 20° C. and was filtered. The filtrate was adjusted to a pH of 2 and was saturated with sodium chloride. The mixture was extracted with chloroform and the organic phase was evaporated to dryness. The residue was crystallized from isopropyl ether to obtain 0.095 g of 3-formyl-4-methyl-pent-3-ene-1-oic acid melting at 1...